From a dataset of the Open Reaction Database (ORD), a public repository of structured organic reaction records. describe an organic reaction: reactants, conditions, products, and yield Starting materials: C1CCCCC1 (cyclohexane), C(C)(C)[N-]C(C)C.[Li+] (lithium diisopropylamide), C(C)(=O)OC(C1=CC=CC=C1)(C1=CC=CC=C1)C1=CC=CC=C1 (trityl acetate), C(\C=C/C(=O)OC(C1=CC=CC=C1)C1=CC=CC=C1)(=O)OC(C1=CC=CC=C1)C1=CC=CC=C1 (dibenzhydryl maleate). Run in C(C)(=O)O (acetic acid), O (water). Reaction conditions: time 8 hour. Product: C(=O)(O)CC(C(=O)OC(C1=CC=CC=C1)C1=CC=CC=C1)CC(=O)OC(C1=CC=CC=C1)C1=CC=CC=C1 (dibenzhydryl carboxymethylsuccinate). The yield is 28.9%. RXN SMILES: C1CCCCC1.C([N-]C(C)C)(C)C.[Li+].[C:15]([O:18]C(C1C=CC=CC=1)(C1C=CC=CC=1)C1C=CC=CC=1)(=[O:17])[CH3:16].[C:38]([O:58][CH:59]([C:66]1[CH:71]=[CH:70][CH:69]=[CH:68][CH:67]=1)[C:60]1[CH:65]=[CH:64][CH:63]=[CH:62][CH:61]=1)(=[O:57])/[CH:39]=[CH:40]\[C:41]([O:43][CH:44]([C:51]1[CH:56]=[CH:55][CH:54]=[CH:53][CH:52]=1)[C:45]1[CH:50]=[CH:49][CH:48]=[CH:47][CH:46]=1)=[O:42]>C(O)(=O)C.O>[C:15]([CH2:16][CH:40]([CH2:39][C:38]([O:58][CH:59]([C:60]1[CH:61]=[CH:62][CH:63]=[CH:64][CH:65]=1)[C:66]1[CH:67]=[CH:68][CH:69]=[CH:70][CH:71]=1)=[O:57])[C:41]([O:43][CH:44]([C:45]1[CH:50]=[CH:49][CH:48]=[CH:47][CH:46]=1)[C:51]1[CH:56]=[CH:55][CH:54]=[CH:53][CH:52]=1)=[O:42])([OH:18])=[O:17] |f:1.2|. Procedure: The reaction product obtained by conducting the Michael-addition reaction in the same manner as in Example 116 using 5.7 ml of a 1.5M cyclohexane solution of lithium diisopropylamide, 2.6 g of trityl acetate and 3.2 g of dibenzhydryl maleate, was dissolved in a liquid mixture of 20 ml of acetic acid and 5 ml of water, and the solution was left to stand at room temperature overnight and then evaporated to dryness under reduced pressure. The residue was subjected to silica gel column chromatograph... Starting materials: [H-].[Al+3].[Li+].[H-].[H-].[H-] (lithium aluminum hydride), CN1C(CCC1)CCN1C=CC2=CC(=CC=C12)C#N (1-(2-(1-Methylpyrrolidin-2-yl)ethyl)-1H-indole-5-carbonitrile), [H-].[H-].[H-].[H-].[Li+].[Al+3] (LiAlH4). Solvent: C(C)OCC (diethyl ether), C(C)OCC (diethyl ether). The product is CN1C(CCC1)CCN1C=CC2=CC(=CC=C12)CN ((1-(2-(1-Methylpyrrolidin-2-yl)ethyl)-1H-indol-5-yl)methanamine). Isolated yield 40.7%. Reaction SMILES: [H-].[Al+3].[Li+].[H-].[H-].[H-].[CH3:7][N:8]1[CH2:12][CH2:11][CH2:10][CH:9]1[CH2:13][CH2:14][N:15]1[C:23]2[C:18](=[CH:19][C:20]([C:24]#[N:25])=[CH:21][CH:22]=2)[CH:17]=[CH:16]1>C(OCC)C>[CH3:7][N:8]1[CH2:12][CH2:11][CH2:10][CH:9]1[CH2:13][CH2:14][N:15]1[C:23]2[C:18](=[CH:19][C:20]([CH2:24][NH2:25])=[CH:21][CH:22]=2)[CH:17]=[CH:16]1 |f:0.1.2.3.4.5|. Procedure: To a dry argon purged flask fitted with a magnetic stirbar, condenser and dropping funnel is charged lithium aluminum hydride (80.9 mg, 2.131 mmol), anhydrous diethyl ether (10 mL) and stirring begun. A solution of compound 34 (360 mg, 1.421 mmol) in anhydrous diethyl ether (10 mL) is charged to the dropping funnel and added drop wise to the LiAlH4 suspension and mixture stirred at ambient temperature for 30 minutes. The reaction was quenched by the sequential addition of 100 ul H2O, 125 ul 3M s...